This data is from the Open Reaction Database (ORD), a public repository of structured organic reaction records. The task is: describe an organic reaction: reactants, conditions, products, and yield The reactants are [H][H] (hydrogen), C([O-])([O-])=O.[K+].[K+] (potassium carbonate), BrC1=CC2=C(OC(OC2)C2=CC=C(C=C2)[N+](=O)[O-])C=C1 (6-bromo-2-(4-nitrophenyl)-1,3-benzodioxan), NC1=CC=CC=C1 (aniline), FC1=C(C(=O)N=C=O)C(=CC=C1)F (2,6-difluorobenzoyl isocyanate). The reagents and catalysts are [Pt] (platinum/charcoal). The solvent is C1(=CC=CC=C1)C (toluene), C1(=CC=CC=C1)C (toluene). Reaction conditions: temperature 60 celsius. Yields the product BrC1=CC2=C(OC(OC2)C2=CC=C(C=C2)NC(=O)NC(C2=C(C=CC=C2F)F)=O)C=C1 (N-[[[4-(6-bromo-1,3-benzodioxan-2-yl)phenyl]amino]carbonyl]-2,6,-difluorobenzamide). Reaction SMILES: [Br:1][C:2]1[CH:20]=[CH:19][C:5]2[O:6][CH:7]([C:10]3[CH:15]=[CH:14][C:13]([N+:16]([O-])=O)=[CH:12][CH:11]=3)[O:8][CH2:9][C:4]=2[CH:3]=1.[H][H].C(=O)([O-])[O-].[K+].[K+].NC1C=CC=CC=1.[F:36][C:37]1[CH:47]=[CH:46][CH:45]=[C:44]([F:48])[C:38]=1[C:39]([N:41]=[C:42]=[O:43])=[O:40]>C1(C)C=CC=CC=1.[Pt]>[Br:1][C:2]1[CH:20]=[CH:19][C:5]2[O:6][CH:7]([C:10]3[CH:15]=[CH:14][C:13]([NH:16][C:42]([NH:41][C:39](=[O:40])[C:38]4[C:44]([F:48])=[CH:45][CH:46]=[CH:47][C:37]=4[F:36])=[O:43])=[CH:12][CH:11]=3)[O:8][CH2:9][C:4]=2[CH:3]=1 |f:2.3.4|. Reported procedure: A suspension of 6-bromo-2-(4-nitrophenyl)-1,3-benzodioxan (2.05 g) in toluene (150 ml) was hydrogenated at ≤60 psi hydrogen pressure in the presence of 5% platinum/charcoal (0.5 g) and anhydrous potassium carbonate (0.5 g) at ambient temperature. The reaction mixture was filtered and evaporated under reduced pressure, azeotropically removing the water formed in the reaction. The resulting crude aniline derivative was redissolved in dry toluene (25 ml) and treated with 2,6-difluorobenzoyl isocyan... Starting materials: Cc1ncccc1-c1cccc(C(=O)CC(=O)Nc2cc(C(F)(F)F)c(N(C)C)cc2NC(=O)OC(C)(C)C)c1, ClCCl, O=C(O)C(F)(F)F. The product is Cc1ncccc1-c1cccc(C2=Nc3cc(N(C)C)c(C(F)(F)F)cc3NC(=O)C2)c1. As a reaction SMILES: [C:1]([O:2][C:3](=[O:4])[NH:7][c:8]1[c:9]([NH:21][C:22]([CH2:23][C:24](=[O:5])[c:26]2[cH:27][c:28](-[c:32]3[c:33]([CH3:38])[n:34][cH:35][cH:36][cH:37]3)[cH:29][cH:30][cH:31]2)=[O:39])[cH:10][c:11]([C:17]([F:18])([F:19])[F:20])[c:12]([N:14]([CH3:15])[CH3:16])[cH:13]1)([CH3:6])([CH3:25])[CH3:40].[Cl:48][CH2:49][Cl:50].[F:41][C:42]([F:43])([F:44])[C:45]([OH:46])=[O:47]>>[N:7]1=[C:24]([c:26]2[cH:27][c:28](-[c:32]3[c:33]([CH3:38])[n:34][cH:35][cH:36][cH:37]3)[cH:29][cH:30][cH:31]2)[CH2:23][C:22](=[O:39])[NH:21][c:9]2[c:8]1[cH:13][c:12]([N:14]([CH3:15])[CH3:16])[c:11]([C:17]([F:18])([F:19])[F:20])[cH:10]2.